Task: describe an organic reaction: reactants, conditions, products, and yield. Dataset: the Open Reaction Database (ORD), a public repository of structured organic reaction records Product: O=S(=O)(NCc1ccccc1)c1ccc2c(O)cccc2c1. Reactants: CC(=O)Oc1cccc2cc(S(=O)(=O)NCc3ccccc3)ccc12, CCO, Cl, [Na+], [OH-]. RXN SMILES: [C:3](=[O:4])([CH3:5])[O:6][c:7]1[c:8]2[cH:9][cH:10][c:11]([S:17](=[O:18])(=[O:19])[NH:20][CH2:21][c:22]3[cH:23][cH:24][cH:25][cH:26][cH:27]3)[cH:12][c:13]2[cH:14][cH:15][cH:16]1.[CH3:29][CH2:30][OH:31].[ClH:28].[Na+:2].[OH-:1]>>[OH:6][c:7]1[c:8]2[cH:9][cH:10][c:11]([S:17](=[O:18])(=[O:19])[NH:20][CH2:21][c:22]3[cH:23][cH:24][cH:25][cH:26][cH:27]3)[cH:12][c:13]2[cH:14][cH:15][cH:16]1.